This data is from the Open Reaction Database (ORD), a public repository of structured organic reaction records. The task is: describe an organic reaction: reactants, conditions, products, and yield Starting materials: ClCC=1N=C(OC1C)C=1OC=CC1 (4-chloromethyl-2-(2-furyl)-5-methyl-1,3-oxazole), C([O-])([O-])=O.[K+].[K+] (potassium carbonate), C(=O)C=1C=CC(=C(C(=O)OC)C1)O (methyl 5-formyl-2-hydroxybenzoate), CN(C=O)C (N,N-dimethylformamide). Solvent: O (Water). Run at temperature 90 celsius, time 15 hour. Product: C(=O)C=1C=CC(=C(C(=O)OC)C1)OCC=1N=C(OC1C)C=1OC=CC1 (methyl 5-formyl-2-{[2-(2-furyl)-5-methyl-1,3-oxazol-4-yl]methoxy}benzoate). The yield is 91.5%. As a reaction SMILES: Cl[CH2:2][C:3]1[N:4]=[C:5]([C:9]2[O:10][CH:11]=[CH:12][CH:13]=2)[O:6][C:7]=1[CH3:8].C(=O)([O-])[O-].[K+].[K+].[CH:20]([C:22]1[CH:23]=[CH:24][C:25]([OH:32])=[C:26]([CH:31]=1)[C:27]([O:29][CH3:30])=[O:28])=[O:21].CN(C)C=O>O>[CH:20]([C:22]1[CH:23]=[CH:24][C:25]([O:32][CH2:2][C:3]2[N:4]=[C:5]([C:9]3[O:10][CH:11]=[CH:12][CH:13]=3)[O:6][C:7]=2[CH3:8])=[C:26]([CH:31]=1)[C:27]([O:29][CH3:30])=[O:28])=[O:21] |f:1.2.3|. Procedure: A mixture of 4-chloromethyl-2-(2-furyl)-5-methyl-1,3-oxazole (7.13 g), potassium carbonate (3.84 g), methyl 5-formyl-2-hydroxybenzoate (5.0 g) and N,N-dimethylformamide (100 mL) was stirred at 90° C. for 15 hrs. Water was poured into the reaction mixture, and the precipitated crystals were collected by filtration to give methyl 5-formyl-2-{[2-(2-furyl)-5-methyl-1,3-oxazol-4-yl]methoxy}benzoate as pale-brown crystals (8.67 g, 91%). Recrystallization from ethyl acetate-hexane gave colorless prism ... The reactants are [Li]C(C)(C)C, C1CCOC1, COc1ccc(C)cn1, CCOC(C)=O, [Cl-], O=C1Nc2ccc(Cl)cc2C1=O, [NH4+], Cc1cc(C)c(Br)c(C)c1. Yields the product COc1ncc(C)cc1C1(O)C(=O)Nc2ccc(Cl)cc21. Reaction SMILES: [C:1]([Li:2])([CH3:3])([CH3:4])[CH3:5].[CH2:39]1[O:40][CH2:41][CH2:42][CH2:43]1.[CH3:16][O:17][c:18]1[n:19][cH:20][c:21]([CH3:24])[cH:22][cH:23]1.[CH3:44][CH2:45][O:46][C:47]([CH3:48])=[O:49].[Cl-:37].[Cl:25][c:26]1[cH:27][c:28]2[c:32]([cH:33][cH:34]1)[NH:31][C:30](=[O:35])[C:29]2=[O:36].[NH4+:38].[c:6]1([CH3:7])[cH:8][c:9]([CH3:10])[cH:11][c:12]([CH3:13])[c:14]1[Br:15]>>[CH3:16][O:17][c:18]1[n:19][cH:20][c:21]([CH3:24])[cH:22][c:23]1[C:29]1([OH:36])[c:28]2[cH:27][c:26]([Cl:25])[cH:34][cH:33][c:32]2[NH:31][C:30]1=[O:35]. Reactants: ClC=1C(=NC=NC1Cl)N (5,6-dichloropyrimidin-4-amine), NCC1CC(NCC1)=O (4-(aminomethyl)piperidin-2-one), O(C1=CC=CC=C1)C1=CC=C(C=C1)B(O)O ((4-phenoxyphenyl)boronic acid). Yields the product NC1=C(C(=NC=N1)NCC1CC(NCC1)=O)C1=CC=C(C=C1)OC1=CC=CC=C1 (4-(((6-amino-5-(4-phenoxyphenyl)pyrimidin-4-yl)amino)methyl)piperidin-2-one). Reaction SMILES: Cl[C:2]1[C:3]([NH2:9])=[N:4][CH:5]=[N:6][C:7]=1Cl.[NH2:10][CH2:11][CH:12]1[CH2:17][CH2:16][NH:15][C:14](=[O:18])[CH2:13]1.[O:19]([C:26]1[CH:31]=[CH:30][C:29](B(O)O)=[CH:28][CH:27]=1)[C:20]1[CH:25]=[CH:24][CH:23]=[CH:22][CH:21]=1>>[NH2:9][C:3]1[N:4]=[CH:5][N:6]=[C:7]([NH:10][CH2:11][CH:12]2[CH2:17][CH2:16][NH:15][C:14](=[O:18])[CH2:13]2)[C:2]=1[C:29]1[CH:30]=[CH:31][C:26]([O:19][C:20]2[CH:25]=[CH:24][CH:23]=[CH:22][CH:21]=2)=[CH:27][CH:28]=1. Procedure: 4-(((6-amino-5-(4-phenoxyphenyl)pyrimidin-4-yl)amino)methyl)piperidin-2-one was prepared from 5,6-dichloropyrimidin-4-amine, 4-(aminomethyl)piperidin-2-one, (4-phenoxyphenyl)boronic acid using methods I, and C. HPLC purity: 100%. MS: m/z=390 [M+H]+. Reactants: BrC1=CC=C(C=C1)C=1N=C(N(C1SC1=CC=C(C=C1)Cl)C)C1=NC=CC=C1 (2-{4-(4-bromophenyl)-5-[(4-chlorophenyl)thio]-1-methyl-1H-imidazol-2-yl}pyridine), C(CCC)[Sn](C=1SC=CN1)(CCCC)CCCC (2-(tributylstannyl)-1,3-thiazole). Reagents/catalysts: C=1C=CC(=CC1)[P](C=2C=CC=CC2)(C=3C=CC=CC3)[Pd]([P](C=4C=CC=CC4)(C=5C=CC=CC5)C=6C=CC=CC6)([P](C=7C=CC=CC7)(C=8C=CC=CC8)C=9C=CC=CC9)[P](C=1C=CC=CC1)(C=1C=CC=CC1)C=1C=CC=CC1 (tetrakis). Solvent: C1(=CC=CC=C1)C (toluene). Run at temperature 150 celsius. Yields the product ClC1=CC=C(C=C1)SC1=C(N=C(N1C)C1=NC=CC=C1)C1=CC=C(C=C1)C=1SC=CN1 (2-{5-[(4-chlorophenyl)thio]-1-methyl-4-[4-(1,3-thiazol-2-yl)phenyl]-1H-imidazol-2-yl}pyridine). As a reaction SMILES: Br[C:2]1[CH:7]=[CH:6][C:5]([C:8]2[N:9]=[C:10]([C:22]3[CH:27]=[CH:26][CH:25]=[CH:24][N:23]=3)[N:11]([CH3:21])[C:12]=2[S:13][C:14]2[CH:19]=[CH:18][C:17]([Cl:20])=[CH:16][CH:15]=2)=[CH:4][CH:3]=1.C([Sn](CCCC)(CCCC)[C:33]1[S:34][CH:35]=[CH:36][N:37]=1)CCC>C1(C)C=CC=CC=1.C1C=CC([P]([Pd]([P](C2C=CC=CC=2)(C2C=CC=CC=2)C2C=CC=CC=2)([P](C2C=CC=CC=2)(C2C=CC=CC=2)C2C=CC=CC=2)[P](C2C=CC=CC=2)(C2C=CC=CC=2)C2C=CC=CC=2)(C2C=CC=CC=2)C2C=CC=CC=2)=CC=1>[Cl:20][C:17]1[CH:18]=[CH:19][C:14]([S:13][C:12]2[N:11]([CH3:21])[C:10]([C:22]3[CH:27]=[CH:26][CH:25]=[CH:24][N:23]=3)=[N:9][C:8]=2[C:5]2[CH:6]=[CH:7][C:2]([C:33]3[S:34][CH:35]=[CH:36][N:37]=3)=[CH:3][CH:4]=2)=[CH:15][CH:16]=1 |^1:56,58,77,96|. Procedure: A mixture of 2-{4-(4-bromophenyl)-5-[(4-chlorophenyl)thio]-1-methyl-1H-imidazol-2-yl}pyridine (Example 15, 200 mg, 0.438 mmol), 2-(tributylstannyl)-1,3-thiazole (0.138 mL, 0.438 mmol), and tetrakis (50 mg, 0.044 mmol) was dissolved in toluene and heated at 150° C. for 20 min via microwave irradiation. The solvent was evaporated and the residue purified via column chromatography to afford the title compound. 1H NMR (500 MHz, (CD3)2CO): δ 8.71 (d, 1H), 8.40 (d, 1H), 8.40 (d, 2H), 8.32 (d, 2H), 8.0... The reactants are BrC1=CC=2C(=NC(=C(C2)C(C)N2C(C3=CC=CC=C3C2=O)=O)Cl)S1 (2-(1-(2-bromo-6-chlorothieno[2,3-b]pyridin-5-yl)ethyl)isoindoline-1,3-dione). Reagents/catalysts: [Pd] (palladium on carbon). Conditions: time 4 day. Yields the product ClC1=C(C=C2C(=N1)SC=C2)C(C)N2C(C1=CC=CC=C1C2=O)=O (2-(1-(6-chlorothieno[2,3-b]pyridin-5-yl)ethyl)isoindoline-1,3-dione). As a reaction SMILES: Br[C:2]1[S:24][C:5]2=[N:6][C:7]([Cl:23])=[C:8]([CH:10]([N:12]3[C:20](=[O:21])[C:19]4[C:14](=[CH:15][CH:16]=[CH:17][CH:18]=4)[C:13]3=[O:22])[CH3:11])[CH:9]=[C:4]2[CH:3]=1>[Pd]>[Cl:23][C:7]1[N:6]=[C:5]2[S:24][CH:2]=[CH:3][C:4]2=[CH:9][C:8]=1[CH:10]([N:12]1[C:13](=[O:22])[C:14]2[C:19](=[CH:18][CH:17]=[CH:16][CH:15]=2)[C:20]1=[O:21])[CH3:11]. Procedure details: In a hydrogenation apparatus, 2-(1-(2-bromo-6-chlorothieno[2,3-b]pyridin-5-yl)ethyl)isoindoline-1,3-dione (800 mg, 1.9 mmol) and 5% palladium on carbon (151 mg) were combined. The reaction vessel was purged with nitrogen and 60 mL ethyl acetate, 15 mL ethanol, and 15 drops of concentrated HCl were added. The reaction vessel was pressurized with hydrogen gas to 50 psi. After 4 days, the apparatus was purged with nitrogen and the contents were filtered through celite. The Celite™ pad was washed wi... Reactants: CC1(c2cccc([Ge](C)(C)C)c2)OCCO1, CC(C)=O, O, Cc1ccc(S(=O)(=O)[O-])cc1, c1cc[nH+]cc1. Reaction SMILES: [CH3:1][Ge:2]([c:3]1[cH:4][c:5]([C:9]2([CH3:14])[O:10][CH2:13][CH2:12][O:11]2)[cH:6][cH:7][cH:8]1)([CH3:15])[CH3:16].[CH3:35][C:36](=[O:37])[CH3:38].[OH2:34].[c:17]1([CH3:18])[cH:19][cH:20][c:21]([S:22]([O-:23])(=[O:24])=[O:25])[cH:26][cH:27]1.[nH+:28]1[cH:29][cH:30][cH:31][cH:32][cH:33]1>>[CH3:1][Ge:2]([c:3]1[cH:4][c:5]([C:9](=[O:10])[CH3:14])[cH:6][cH:7][cH:8]1)([CH3:15])[CH3:16]. Product: CC(=O)c1cccc([Ge](C)(C)C)c1. Starting materials: CC(=O)O[BH-](OC(C)=O)OC(C)=O, C1CCNC1, ClCCl, O=Cc1cc(Cl)ccc1[N+](=O)[O-], [Na+]. Product: O=[N+]([O-])c1ccc(Cl)cc1CN1CCCC1. RXN SMILES: [C:18]([O:19][BH-:20]([O:21][C:22](=[O:23])[CH3:24])[O:25][C:26](=[O:27])[CH3:28])(=[O:29])[CH3:30].[CH2:1]1[CH2:2][CH2:3][NH:4][CH2:5]1.[Cl:32][CH2:33][Cl:34].[Cl:6][c:7]1[cH:8][cH:9][c:10]([N+:15](=[O:16])[O-:17])[c:11]([CH:12]=[O:13])[cH:14]1.[Na+:31]>>[CH2:1]1[CH2:2][CH2:3][N:4]([CH2:12][c:11]2[c:10]([N+:15](=[O:16])[O-:17])[cH:9][cH:8][c:7]([Cl:6])[cH:14]2)[CH2:5]1.